describe an organic reaction: reactants, conditions, products, and yield From a dataset of the Open Reaction Database (ORD), a public repository of structured organic reaction records. The reactants are C1(C=2C(C(=O)O1)=CC=CC2)=O (phthalic anhydride), C1(O)=CC(O)=CC=C1 (resorcinol), OC1=C(C(=CC=2C(C3=CC=CC=C3C(C12)=O)=O)C)O (1,2-dihyroxy-3-methyl anthraquinone), acylium ion, CC1=C(C(O)=CC=C1)O (3-methyl catechol), acylium ions. Product: C1(O)=CC(O)=CC=C1 (resorcinol), C1=CC=C2C(=C1)C(=O)OC23C4=C(C=C(C=C4)O)OC5=C3C=CC(=C5)O (3′,6′ dihydroxyfluoran). Reaction SMILES: CC1C=CC=C(O)C=1O.O[C:11]1[C:24]2[C:23](=[O:25])[C:22]3[C:17](=[CH:18][CH:19]=[CH:20][CH:21]=3)[C:16](=[O:26])[C:15]=2[CH:14]=[C:13](C)[C:12]=1[OH:28].C1(=O)OC(=O)C2=CC=CC=C12.[C:40]1([CH:47]=[CH:46][CH:45]=[C:43]([OH:44])[CH:42]=1)[OH:41]>>[C:40]1([CH:47]=[CH:46][CH:45]=[C:43]([OH:44])[CH:42]=1)[OH:41].[CH:20]1[CH:21]=[C:22]2[C:23]([O:26][C:16]3([C:15]4[CH:24]=[CH:11][C:12]([OH:28])=[CH:13][C:14]=4[O:44][C:43]4[CH:42]=[C:40]([OH:41])[CH:47]=[CH:46][C:45]3=4)[C:17]2=[CH:18][CH:19]=1)=[O:25]. Reported procedure: A single step synthesis of anthraquinone analogues (A-N) was accomplished by reacting selected phthalic anhydrides with substituted phenols in the presence of AlCl3/NaCl (FIGS. 1 and 4). The reaction between phthalic anhydride and substituted phenols such as catechol, 1,4-hydroquinone and pyrogallol produced 1,2 dihydroxy-(A), 1,4-dihydroxy-(E) and 1,2,3-trihydroxy anthraquinones (F), respectively, whereas with resorcinol afforded 1,3-dihydroxy anthraquinone (D) and 3′,6′ dihydroxyfluoran (D1). ... The reactants are B, COc1cc2nccc(Oc3ccc(NC(=O)COc4c(OC)cccc4OC)cc3)c2cc1OC, Cl, [Na+], C1CCOC1, C1CCOC1, [OH-]. Yields the product COc1cc2nccc(Oc3ccc(NCCOc4c(OC)cccc4OC)cc3)c2cc1OC. Reaction SMILES: [BH3:42].[CH3:1][O:2][c:3]1[cH:4][c:5]2[c:6]([O:15][c:16]3[cH:17][cH:18][c:19]([NH:22][C:23]([CH2:24][O:25][c:26]4[c:27]([O:34][CH3:35])[cH:28][cH:29][cH:30][c:31]4[O:32][CH3:33])=[O:36])[cH:20][cH:21]3)[cH:7][cH:8][n:9][c:10]2[cH:11][c:12]1[O:13][CH3:14].[ClH:43].[Na+:45].[O:37]1[CH2:38][CH2:39][CH2:40][CH2:41]1.[O:46]1[CH2:47][CH2:48][CH2:49][CH2:50]1.[OH-:44]>>[CH3:1][O:2][c:3]1[cH:4][c:5]2[c:6]([O:15][c:16]3[cH:17][cH:18][c:19]([NH:22][CH2:23][CH2:24][O:25][c:26]4[c:27]([O:34][CH3:35])[cH:28][cH:29][cH:30][c:31]4[O:32][CH3:33])[cH:20][cH:21]3)[cH:7][cH:8][n:9][c:10]2[cH:11][c:12]1[O:13][CH3:14]. Reactants: CCOC(=O)C(=O)CC(=O)c1ccc(OCc2ccccc2)cc1OCc1ccccc1, CO, [K+], [OH-]. Product: O=C(O)C(=O)CC(=O)c1ccc(OCc2ccccc2)cc1OCc1ccccc1. RXN SMILES: [CH2:1]([c:2]1[cH:3][cH:4][cH:5][cH:6][cH:7]1)[O:8][c:9]1[c:10]([C:23]([CH2:24][C:25]([C:26](=[O:27])[O:28][CH2:29][CH3:30])=[O:31])=[O:32])[cH:11][cH:12][c:13]([O:15][CH2:16][c:17]2[cH:18][cH:19][cH:20][cH:21][cH:22]2)[cH:14]1.[CH3:35][OH:36].[K+:34].[OH-:33]>>[CH2:1]([c:2]1[cH:3][cH:4][cH:5][cH:6][cH:7]1)[O:8][c:9]1[c:10]([C:23]([CH2:24][C:25]([C:26](=[O:27])[OH:28])=[O:31])=[O:32])[cH:11][cH:12][c:13]([O:15][CH2:16][c:17]2[cH:18][cH:19][cH:20][cH:21][cH:22]2)[cH:14]1. As a reaction SMILES: [CH2:1]([CH3:2])[O:3][C:4]([CH2:5][N:6]([CH2:7][c:8]1[cH:9][cH:10][c:11](-[n:14]2[n:15][cH:16][n:17][cH:18]2)[cH:12][cH:13]1)[S:19](=[O:20])(=[O:21])[c:22]1[cH:23][cH:24][c:25]([O:28][CH2:29][CH2:30][CH:31]=[CH2:32])[cH:26][cH:27]1)=[O:33].[CH2:37]1[O:38][CH2:39][CH2:40][CH2:41]1.[CH3:42][OH:43].[ClH:36].[OH-:35].[OH2:34]>>[O:3]=[C:4]([CH2:5][N:6]([CH2:7][c:8]1[cH:9][cH:10][c:11](-[n:14]2[n:15][cH:16][n:17][cH:18]2)[cH:12][cH:13]1)[S:19](=[O:20])(=[O:21])[c:22]1[cH:23][cH:24][c:25]([O:28][CH2:29][CH2:30][CH:31]=[CH2:32])[cH:26][cH:27]1)[OH:33]. Starting materials: C=CCCOc1ccc(S(=O)(=O)N(CC(=O)OCC)Cc2ccc(-n3cncn3)cc2)cc1, C1CCOC1, CO, Cl, [OH-], O. Yields the product C=CCCOc1ccc(S(=O)(=O)N(CC(=O)O)Cc2ccc(-n3cncn3)cc2)cc1. Starting materials: COC(C1=CC=C(C(=O)OC)C=C1)=O (terephtalic acid dimethylester), CS(=O)(=O)O (methane-sulfonic acid), OO (hydrogen peroxide). Run at time 2 hour. Yields the product C(C1=CC=C(C(=O)OO)C=C1)(=O)OO (diperoxy terephtalic acid). RXN SMILES: C[O:2][C:3](=O)[C:4]1[CH:13]=[CH:12][C:7]([C:8]([O:10]C)=[O:9])=[CH:6][CH:5]=1.[OH:15][OH:16].CS(O)(=O)=[O:19]>>[C:8]([O:10][OH:19])(=[O:9])[C:7]1[CH:12]=[CH:13][C:4]([C:3]([O:15][OH:16])=[O:2])=[CH:5][CH:6]=1. Reported procedure: 10 g (51.5 m mols) terephtalic acid dimethylester was dissolved in 100 g methane-sulfonic acid under agitation at room temperature. The solution was cooled to 15° C., whereupon 15 g (0.309 mol) 70% hydrogen peroxide was added by drops under agitation. The temperature was increased and kept at 50° C. for 2 hours. The product was cooled to 0°-10° C., whereupon the solid particles were filtered off, washed with 4×30 ml ice-water and dried in a desiccator until constant weight. The reactants are O=C(CCC1CCCC1)Nc1c(Cl)ccc2nc(Cl)ccc12, NC1CCNC1. The product is NC1CCN(c2ccc3c(NC(=O)CCC4CCCC4)c(Cl)ccc3n2)C1. RXN SMILES: [Cl:1][c:2]1[n:3][c:4]2[cH:5][cH:6][c:7]([Cl:22])[c:8]([NH:12][C:13]([CH2:14][CH2:15][CH:16]3[CH2:17][CH2:18][CH2:19][CH2:20]3)=[O:21])[c:9]2[cH:10][cH:11]1.[NH:23]1[CH2:24][CH:25]([NH2:28])[CH2:26][CH2:27]1>>[c:2]1([N:23]2[CH2:24][CH:25]([NH2:28])[CH2:26][CH2:27]2)[n:3][c:4]2[cH:5][cH:6][c:7]([Cl:22])[c:8]([NH:12][C:13]([CH2:14][CH2:15][CH:16]3[CH2:17][CH2:18][CH2:19][CH2:20]3)=[O:21])[c:9]2[cH:10][cH:11]1. Starting materials: [N+](=O)([O-])C1=CC=C(C(=O)N2CCCC(C3=C2C=CC=C3)=O)C=C1 (1-(4-nitrobenzoyl)-2,3,4,5-tetrahydro1H-1-benzazepin-5-one), CN(C=O)C (dimethylformamide). The reagents and catalysts are [Ni] (Raney nickel). Run in CO (methyl alcohol). Yields the product NC1=CC=C(C(=O)N2CCCC(C3=C2C=CC=C3)=O)C=C1 (1-(4-aminobenzoyl)-2,3,4,5-tetrahydro1H-1-benzazepin-5-one). As a reaction SMILES: [N+:1]([C:4]1[CH:23]=[CH:22][C:7]([C:8]([N:10]2[C:16]3[CH:17]=[CH:18][CH:19]=[CH:20][C:15]=3[C:14](=[O:21])[CH2:13][CH2:12][CH2:11]2)=[O:9])=[CH:6][CH:5]=1)([O-])=O.CN(C)C=O>[Ni].CO>[NH2:1][C:4]1[CH:5]=[CH:6][C:7]([C:8]([N:10]2[C:16]3[CH:17]=[CH:18][CH:19]=[CH:20][C:15]=3[C:14](=[O:21])[CH2:13][CH2:12][CH2:11]2)=[O:9])=[CH:22][CH:23]=1. Reported procedure: A 19.2 g portion of 1-(4-nitrobenzoyl)-2,3,4,5-tetrahydro1H-1-benzazepin-5-one was dissolved in a mixed solvent consisting of 200 ml of dimethylformamide and 100 ml of methyl alcohol, and 3 ml of Raney nickel was added to the resulting solution to carry out hydrogenation at normal pressure. After completion of the hydrogen absorption, the reaction solution was filtered and concentrated. The thus obtained residue was dissolved in dichloromethane and then washed with a saturated sodium bicarbonate... Reactants: ClCCC(CC)O (5-chloropentan-3-ol), CN(C=O)C (dimethylformamide), [Si](C)(C)(C(C)(C)C)Cl (tert-butyldimethylsilyl chloride), N1C=NC=C1 (imidazole). Product: ClCCC(CC)O[Si](C)(C)CC(C)C ((5-Chloro-3-pentyloxy)(2,2-dimethylethyl)dimethylsilane). Reaction SMILES: [Cl:1][CH2:2][CH2:3][CH:4]([OH:7])[CH2:5][CH3:6].[Si:8](Cl)([C:11](C)(C)C)([CH3:10])[CH3:9].N1[CH:20]=[CH:19]N=C1.[CH3:21]N(C)C=O>>[Cl:1][CH2:2][CH2:3][CH:4]([O:7][Si:8]([CH2:11][CH:19]([CH3:20])[CH3:21])([CH3:10])[CH3:9])[CH2:5][CH3:6]. Reported procedure: The procedure followed is the same as that described in Example 19 substituting 5-chloropentan-3-ol (1-chloro-3-pentanol) (50 g, 0.41 moles), tert-butyldimethylsilyl chloride (71 g, 0.47 moles), imidazole (32.6 g, 0.48 moles), and dimethylformamide (150 ml). The crude product is fractionally distilled under vacuum leaving a clear, colorless oil (78 g, 0.33 moles), BP 48° C./0.1 mm. The reactants are ClC(C#C)(C)C (3-chloro-3-methyl-1-butyne), [I-].[K+] (potassium iodide), C([O-])([O-])=O.[K+].[K+] (potassium carbonate), COC1=CC=C(CSC2=CC=C(C=C2)O)C=C1 (4-(4-methoxybenzylthio)phenol). The solvent is C(C)C(=O)C (methyl ethyl ketone), ClC1=C(C=CC=C1)Cl (o-dichlorobenzene), CCOCC (ether), CO (methanol). The product is COC1=CC=C(CSC=2C=CC3=C(C=CC(O3)(C)C)C2)C=C1 (6-(4-Methoxybenzylthio)-2,2-dimethyl-2H-1-benzopyran). Reaction SMILES: Cl[C:2]([CH3:6])([CH3:5])[C:3]#[CH:4].[I-].[K+].C(=O)([O-])[O-].[K+].[K+].[CH3:15][O:16][C:17]1[CH:31]=[CH:30][C:20]([CH2:21][S:22][C:23]2[CH:28]=[CH:27][C:26]([OH:29])=[CH:25][CH:24]=2)=[CH:19][CH:18]=1>CO.C(C(C)=O)C.ClC1C=CC=CC=1Cl.CCOCC>[CH3:15][O:16][C:17]1[CH:18]=[CH:19][C:20]([CH2:21][S:22][C:23]2[CH:28]=[CH:27][C:26]3[O:29][C:2]([CH3:6])([CH3:5])[CH:3]=[CH:4][C:25]=3[CH:24]=2)=[CH:30][CH:31]=1 |f:1.2,3.4.5|. Reported procedure: A solution of 73.84 g of 3-chloro-3-methyl-1-butyne in 225 ml of methanol, 11.95 g of potassium iodide and 99.50 g of potassium carbonate was added to the whole of the 4-(4-methoxybenzylthio)phenol prepared as described in step (a) above in 0.9 liters of methyl ethyl ketone, and the resulting mixture was heated under reflux for 40 hours in an atmosphere of nitrogen. At the end of this time, the reaction mixture was extracted with ethyl acetate, and the extract was washed with water and with a sa...